Dataset: the Open Reaction Database (ORD), a public repository of structured organic reaction records. Task: describe an organic reaction: reactants, conditions, products, and yield The reactants are NCCCCCC(=O)OC=1C(C(=O)NO)=CC=C(C1)CN ((6-aminohexanoyl)-4-aminomethylsalicylhydroxamic acid). Solvent: C(=O)(O)[O-].[Na+] (NaHCO3). Product: C(C=1C(O)=CC=CC1)(=O)NO (Salicylhydroxamic Acid). Reaction SMILES: NCCCCCC([O:9][C:10]1[C:11](=[CH:16][CH:17]=[C:18](CN)[CH:19]=1)[C:12]([NH:14][OH:15])=[O:13])=O>C([O-])(O)=O.[Na+]>[C:12]([NH:14][OH:15])(=[O:13])[C:11]1[C:10](=[CH:19][CH:18]=[CH:17][CH:16]=1)[OH:9] |f:1.2|. Reported procedure: SHA-Sepharose 4B was prepared by mixing 130 mg of (6-aminohexanoyl)-4-aminomethylsalicylhydroxamic acid (SHA-Z-NH2), dissolved in 30 mL 0.2M NaHCO3, with. 6.5 g HCl washed CNBr activated Sepharose 4B (Pharmacia) overnight at room temperature. After the coupling reaction, 2 mL of 0.5M Tris, pH 8.5 were added and the gel slurry mixed at room temperature for 1 hour, and washed with water, 0.5M NaCl, and water again. The resulting SHA-Sepharose 4B was suspended in 30 mL of 20% ethanol, and stored at... Reactants: C1[C@H]([C@@H]([C@H]([C@@H]([C@H]1N)O[C@H]2[C@@H]([C@@H]([C@H]([C@H](O2)CN)O)O)N)O[C@H]3[C@@H]([C@@H]([C@H](O3)CO)O[C@@H]4[C@@H]([C@H]([C@@H]([C@@H](O4)CN)O)O)N)O)O)N.NCCCC(=O)O (neomycin B γ-amino butyric acid), C(C)(OCC)=N (O-ethyl acetimidate). Run in C(C)O (ethanol). Product: C1[C@H]([C@@H]([C@H]([C@@H]([C@H]1N)O[C@H]2[C@@H]([C@@H]([C@H]([C@H](O2)CN)O)O)N)O[C@H]3[C@@H]([C@@H]([C@H](O3)CO)O[C@@H]4[C@@H]([C@H]([C@@H]([C@@H](O4)CN)O)O)N)O)O)N (neomycin B), C(CCC)(=O)O (butyric acid). As a reaction SMILES: [CH2:1]1[C@H:6]([NH2:7])[C@@H:5]([O:8][C@@H:9]2[O:14][C@H:13]([CH2:15][NH2:16])[C@H:12]([OH:17])[C@@H:11]([OH:18])[C@H:10]2[NH2:19])[C@H:4]([O:20][C@@H:21]2[O:25][C@H:24]([CH2:26][OH:27])[C@@H:23]([O:28][C@H:29]3[O:34][C@@H:33]([CH2:35][NH2:36])[C@@H:32]([OH:37])[C@H:31]([OH:38])[C@H:30]3[NH2:39])[C@H:22]2[OH:40])[C@@H:3]([OH:41])[C@@H:2]1[NH2:42].N[CH2:44][CH2:45][CH2:46][C:47]([OH:49])=[O:48].C(=N)(OCC)C>C(O)C>[CH2:1]1[C@H:6]([NH2:7])[C@@H:5]([O:8][C@@H:9]2[O:14][C@H:13]([CH2:15][NH2:16])[C@H:12]([OH:17])[C@@H:11]([OH:18])[C@H:10]2[NH2:19])[C@H:4]([O:20][C@@H:21]2[O:25][C@H:24]([CH2:26][OH:27])[C@@H:23]([O:28][C@H:29]3[O:34][C@@H:33]([CH2:35][NH2:36])[C@@H:32]([OH:37])[C@H:31]([OH:38])[C@H:30]3[NH2:39])[C@H:22]2[OH:40])[C@@H:3]([OH:41])[C@@H:2]1[NH2:42].[C:47]([OH:49])(=[O:48])[CH2:46][CH2:45][CH3:44] |f:0.1|. Procedure: For acetamidylation, the neomycin B/γ-amino butyric acid conjugate obtained in Example 9a above is treated with O-ethyl acetimidate in absolute ethanol for 1-2 days, resulting in acetimidylation of the terminal amino groups. The product is purified by ion exchange chromatography, yielding neomycin B/N-acetamidino butyric acid conjugate 16. Reactants: C1CCOC1, CS(=O)c1cc2nccc(Oc3ccc(N)cc3F)c2s1, O=C(Cc1ccccc1)N=C=S. The product is CS(=O)c1cc2nccc(Oc3ccc(NC(=S)NC(=O)Cc4ccccc4)cc3F)c2s1. As a reaction SMILES: [CH2:34]1[O:35][CH2:36][CH2:37][CH2:38]1.[CH3:1][S:2](=[O:3])[c:4]1[cH:5][c:6]2[n:7][cH:8][cH:9][c:10]([O:13][c:14]3[c:15]([F:21])[cH:16][c:17]([NH2:20])[cH:18][cH:19]3)[c:11]2[s:12]1.[c:22]1([CH2:28][C:29](=[O:30])[N:31]=[C:32]=[S:33])[cH:23][cH:24][cH:25][cH:26][cH:27]1>>[CH3:1][S:2](=[O:3])[c:4]1[cH:5][c:6]2[n:7][cH:8][cH:9][c:10]([O:13][c:14]3[c:15]([F:21])[cH:16][c:17]([NH:20][C:32]([NH:31][C:29]([CH2:28][c:22]4[cH:23][cH:24][cH:25][cH:26][cH:27]4)=[O:30])=[S:33])[cH:18][cH:19]3)[c:11]2[s:12]1. Starting materials: C1(CC1)C1=CC(=NC=2N1N=CC2C#C)C2=CC=C(C=C2)C(F)(F)F (7-cyclopropyl-3-ethynyl-5-(4-trifluoromethyl-phenyl)-pyrazolo[1,5-a]pyrimidine), BrC=1C=C(C=NC1)S(=O)(=O)N (5-bromo-pyridine-3-sulfonic acid amide). Product: C1(CC1)C1=CC(=NC=2N1N=CC2C#CC=2C=C(C=NC2)S(=O)(=O)N)C2=CC=C(C=C2)C(F)(F)F (5-[7-Cyclopropyl-5-(4-trifluoromethyl-phenyl)-pyrazolo[1,5-a]pyrimidin-3-ylethynyl]-pyridine-3-sulfonic acid amide), solid. Isolated yield 47.0%. As a reaction SMILES: [CH:1]1([C:4]2[N:9]3[N:10]=[CH:11][C:12]([C:13]#[CH:14])=[C:8]3[N:7]=[C:6]([C:15]3[CH:20]=[CH:19][C:18]([C:21]([F:24])([F:23])[F:22])=[CH:17][CH:16]=3)[CH:5]=2)[CH2:3][CH2:2]1.Br[C:26]1[CH:27]=[C:28]([S:32]([NH2:35])(=[O:34])=[O:33])[CH:29]=[N:30][CH:31]=1>>[CH:1]1([C:4]2[N:9]3[N:10]=[CH:11][C:12]([C:13]#[C:14][C:26]4[CH:27]=[C:28]([S:32]([NH2:35])(=[O:34])=[O:33])[CH:29]=[N:30][CH:31]=4)=[C:8]3[N:7]=[C:6]([C:15]3[CH:16]=[CH:17][C:18]([C:21]([F:22])([F:23])[F:24])=[CH:19][CH:20]=3)[CH:5]=2)[CH2:3][CH2:2]1. Procedure details: The title compound was prepared from 7-cyclopropyl-3-ethynyl-5-(4-trifluoromethyl-phenyl)-pyrazolo[1,5-a]pyrimidine (example C.7) (82 mg, 0.25 mmol) and 5-bromo-pyridine-3-sulfonic acid amide (59 mg, 0.25 mmol) (Example B.1) according to general procedure II. Obtained as a yellow solid (57 mg, 47%). MS (ISP) 484.0 [(M+H)+]; mp 276-277° C. Reactants: S1C2=C(C(=C1)B(O)O)C=CC=C2 (benzo[b]thiophen-3-ylboronic acid), O.O=CC(=O)O (2-oxoacetic acid hydrate), NC=1C=C(C(=O)OCC)C=CC1 (ethyl 3-aminobenzoate). Solvent: C(C)#N (acetonitrile). Reaction conditions: time 72 hour. The product is S1C2=C(C(=C1)C(C(=O)O)NC1=CC(=CC=C1)C(=O)OCC)C=CC=C2 (2-(benzo[b]thiophen-3-yl)-2-(3-(ethoxycarbonyl)phenylamino)acetic acid). RXN SMILES: [S:1]1[CH:5]=[C:4](B(O)O)[C:3]2[CH:9]=[CH:10][CH:11]=[CH:12][C:2]1=2.O.O=[CH:15][C:16]([OH:18])=[O:17].[NH2:19][C:20]1[CH:21]=[C:22]([CH:28]=[CH:29][CH:30]=1)[C:23]([O:25][CH2:26][CH3:27])=[O:24]>C(#N)C>[S:1]1[CH:5]=[C:4]([CH:15]([NH:19][C:20]2[CH:30]=[CH:29][CH:28]=[C:22]([C:23]([O:25][CH2:26][CH3:27])=[O:24])[CH:21]=2)[C:16]([OH:18])=[O:17])[C:3]2[CH:9]=[CH:10][CH:11]=[CH:12][C:2]1=2 |f:1.2|. Procedure: To a solution of benzo[b]thiophen-3-ylboronic acid (500 mg, 2.81 mmol) and 2-oxoacetic acid hydrate (259 mg, 2.81 mmol) in acetonitrile (20 ml), was added ethyl 3-aminobenzoate (419 μl, 2.81 mmol). The reaction was stirred at r.t. for 72 hours, and then the solvent was evaporated under vacuum. The residue was used in the next step without any further purification.